Task: describe an organic reaction: reactants, conditions, products, and yield. Dataset: the Open Reaction Database (ORD), a public repository of structured organic reaction records The reactants are Cl.Cl.CN1N=C(C=C1NC([C@H](CC1=CC=CC=C1)NCC(=O)OCC)=O)C1=CC=NC=C1 ((S)-Ethyl 2-(1-(1-methyl-3-(pyridin-4-yl)-1H-pyrazol-5-ylamino)-1-oxo-3-phenylpropan-2-ylamino)acetate dihydrochloride), CCN(C(C)C)C(C)C (DIEA). Reagents/catalysts: [Pd] (Pd on carbon). Solvent: CO (MeOH). Reaction conditions: time 2 hour. Product: CN1N=C(C=C1NC([C@H](CC1=CC=CC=C1)NCC(=O)OCC)=O)C1=CC=NC=C1 ((S)-ethyl 2-(1-(1-methyl-3-(pyridin-4-yl)-1H-pyrazol-5-ylamino)-1-oxo-3-phenylpropan-2-ylamino)acetate). The yield is 84.2%. RXN SMILES: Cl.Cl.[CH3:3][N:4]1[C:8]([NH:9][C:10](=[O:26])[C@@H:11]([NH:19][CH2:20][C:21]([O:23][CH2:24][CH3:25])=[O:22])[CH2:12][C:13]2[CH:18]=[CH:17][CH:16]=[CH:15][CH:14]=2)=[CH:7][C:6]([C:27]2[CH:32]=[CH:31][N:30]=[CH:29][CH:28]=2)=[N:5]1.CCN(C(C)C)C(C)C>[Pd].CO>[CH3:3][N:4]1[C:8]([NH:9][C:10](=[O:26])[C@@H:11]([NH:19][CH2:20][C:21]([O:23][CH2:24][CH3:25])=[O:22])[CH2:12][C:13]2[CH:14]=[CH:15][CH:16]=[CH:17][CH:18]=2)=[CH:7][C:6]([C:27]2[CH:28]=[CH:29][N:30]=[CH:31][CH:32]=2)=[N:5]1 |f:0.1.2|. Procedure details: To a 250 ml flask was added 6.3 g of (S)-ethyl 2-(1-(1-methyl-3-(pyridin-4-yl)-1H-pyrazol-5-ylamino)-1-oxo-3-phenylpropan-2-ylamino)acetate 1.F, 1.8 g of Pd on carbon, 150 ml of MeOH and 2.8 ml of DIEA. The air was removed from the flask and replaced with hydrogen gas. This process was repeated four more times and then the reaction was stirred at room temperature for 2 hours, at which time the reaction was filtered over a bed of celite. The solvent was then removed and the crude was purified wit...